From a dataset of the Open Reaction Database (ORD), a public repository of structured organic reaction records. describe an organic reaction: reactants, conditions, products, and yield Starting materials: ClN1C(CCC1=O)=O (N-Chlorosuccinimide), C1(=CC=CC=C1)NN=CC1=CC=NC=C1 (1-Phenyl-2-(pyridin-4-ylmethylene)hydrazine). Solvent: CN(C)C=O (DMF). Run at time 10 minute. The product is ClN(N=CC1=CC=NC=C1)C1=CC=CC=C1 (Chloro(pyridin-4-yl)methylene-2-phenylhydrazine). The yield is 52.4%. RXN SMILES: [Cl:1]N1C(=O)CCC1=O.[C:9]1([NH:15][N:16]=[CH:17][C:18]2[CH:23]=[CH:22][N:21]=[CH:20][CH:19]=2)[CH:14]=[CH:13][CH:12]=[CH:11][CH:10]=1>CN(C=O)C>[Cl:1][N:15]([C:9]1[CH:14]=[CH:13][CH:12]=[CH:11][CH:10]=1)[N:16]=[CH:17][C:18]1[CH:19]=[CH:20][N:21]=[CH:22][CH:23]=1. Procedure: N-Chlorosuccinimide (2.11 g, 16 mmol) was added portionwise to a solution of compound 1 (2.97 g, 15 mmol) in DMF (15 mL). The reaction mixture was stirred for 10 min at room temperature. The resulting precipitates were collected and washed with petroleum ether to afford 1.82 g (52%) of 2 as a solid.